Task: describe an organic reaction: reactants, conditions, products, and yield. Dataset: the Open Reaction Database (ORD), a public repository of structured organic reaction records The product is COC(=O)CCC(=O)c1ccc([N+](=O)[O-])c(OCc2ccccc2)c1. RXN SMILES: [C:19](=[O:20])([O-:21])[O-:22].[C:25]([c:26]1[cH:27][cH:28][cH:29][cH:30][cH:31]1)([Cl:32])=[O:33].[CH3:34][N:35]([CH3:36])[CH:37]=[O:38].[K+:23].[K+:24].[OH:1][c:2]1[cH:3][c:4]([C:5](=[O:6])[CH2:7][CH2:8][C:9](=[O:10])[O:11][CH3:12])[cH:13][cH:14][c:15]1[N+:16](=[O:17])[O-:18]>>[O:1]([c:2]1[cH:3][c:4]([C:5](=[O:6])[CH2:7][CH2:8][C:9](=[O:10])[O:11][CH3:12])[cH:13][cH:14][c:15]1[N+:16](=[O:17])[O-:18])[CH2:25][c:26]1[cH:27][cH:28][cH:29][cH:30][cH:31]1. Starting materials: O=C([O-])[O-], O=C(Cl)c1ccccc1, CN(C)C=O, [K+], [K+], COC(=O)CCC(=O)c1ccc([N+](=O)[O-])c(O)c1. Reactants: CCOCC (Ether), ether-acetic acid, C(C#C)Br (propargyl bromide), C(C)(C)[N-]C(C)C.[Li+] (Lithium diisopropylamide), resultant mixture, C[Si](OC(C(C)=O)(C1=CC=CC=C1)C1CCCCC1)(C)C (1-(trimethylsilyloxy)-1-cyclohexyl-1-phenylpropan-2-one). The solvent is C1CCOC1 (THF), C1CCOC1 (THF), C1CCOC1 (THF). Run at temperature -78 celsius, time 1 hour. Product: C[Si](OC(C(CCC#C)=O)(C1=CC=CC=C1)C1CCCCC1)(C)C (1-(Trimethylsilyloxy)-1-cyclohexyl-1-phenylhex-5-yn-2-one). As a reaction SMILES: [CH:1]([N-]C(C)C)([CH3:3])[CH3:2].[Li+].[CH3:9][Si:10]([CH3:29])([CH3:28])[O:11][C:12]([CH:22]1[CH2:27][CH2:26][CH2:25][CH2:24][CH2:23]1)([C:16]1[CH:21]=[CH:20][CH:19]=[CH:18][CH:17]=1)[C:13](=[O:15])[CH3:14].C(Br)C#C.CCOCC>C1COCC1>[CH3:29][Si:10]([CH3:28])([CH3:9])[O:11][C:12]([CH:22]1[CH2:27][CH2:26][CH2:25][CH2:24][CH2:23]1)([C:16]1[CH:17]=[CH:18][CH:19]=[CH:20][CH:21]=1)[C:13](=[O:15])[CH2:14][CH2:3][C:1]#[CH:2] |f:0.1|. Procedure: Lithium diisopropylamide is dissolved in dry THF and the solution cooled to -78° C. A solution containing 1-(trimethylsilyloxy)-1-cyclohexyl-1-phenylpropan-2-one in dry THF is added dropwise to the stirring solution at -78° C. After the addition is complete the reaction mixture is stirred for 1 hour. Then a solution of propargyl bromide in dry THF is added dropwise to the solution at -78° C. The solution is then warmed to 0° C. and stirred for 5 hours. An ether-acetic acid solution (9:1) is slow... Starting materials: [BH4-], CC(C)(C)c1ccc(C=O)cc1, ClCCCl, CO, Cl, [Na+], NCCc1cccnc1, O=C(O)c1cccc2cc[nH]c12. The product is CC(C)(C)c1ccc(CN(CCc2cccnc2)C(=O)c2cccc3cc[nH]c23)cc1. RXN SMILES: [BH4-:22].[C:1]([CH3:2])([CH3:3])([CH3:4])[c:5]1[cH:6][cH:7][c:8]([CH:9]=[O:10])[cH:11][cH:12]1.[CH2:36]([Cl:37])[CH2:38][Cl:39].[CH3:41][OH:42].[ClH:40].[Na+:23].[n:13]1[cH:14][c:15]([CH2:19][CH2:20][NH2:21])[cH:16][cH:17][cH:18]1.[nH:24]1[cH:25][cH:26][c:27]2[cH:28][cH:29][cH:30][c:31]([C:33](=[O:34])[OH:35])[c:32]12>>[C:1]([CH3:2])([CH3:3])([CH3:4])[c:5]1[cH:6][cH:7][c:8]([CH2:9][N:21]([CH2:20][CH2:19][c:15]2[cH:14][n:13][cH:18][cH:17][cH:16]2)[C:33]([c:31]2[cH:30][cH:29][cH:28][c:27]3[cH:26][cH:25][nH:24][c:32]32)=[O:34])[cH:11][cH:12]1. The reactants are Cl.C1(CC1)CN1[C@H]2[C@@H]3CC(OC[C@@]3(C=3C=C(C=CC3C2)O)CC1)(C)C (17-Cyclopropylmethyl-7,7-dimethyl-3-hydroxy-6-oxamorphinan Hydrochloride), Cl.C(C1=CN=CC=C1)(=O)Cl (nicotinoyl chloride hydrochloride), N1=CC=CC=C1 (pyridine). Solvent: C(Cl)Cl (methylene chloride). The product is C1(CC1)CN1[C@H]2[C@@H]3CC(OC[C@@]3(C=3C=C(C=CC3C2)C(C2=CN=CC=C2)=O)CC1)(C)C (17-Cyclopropylmethyl-7,7-dimethyl-3-nicotinoyl-6-oxamorphinan). RXN SMILES: Cl.[CH:2]1([CH2:5][N:6]2[CH2:23][CH2:22][C@@:13]34[C:14]5[CH:15]=[C:16](O)[CH:17]=[CH:18][C:19]=5[CH2:20][C@@H:7]2[C@@H:8]3[CH2:9][C:10]([CH3:25])([CH3:24])[O:11][CH2:12]4)[CH2:4][CH2:3]1.Cl.[C:27](Cl)(=[O:34])[C:28]1[CH:33]=[CH:32][CH:31]=[N:30][CH:29]=1.N1C=CC=CC=1>C(Cl)Cl>[CH:2]1([CH2:5][N:6]2[CH2:23][CH2:22][C@@:13]34[C:14]5[CH:15]=[C:16]([C:27](=[O:34])[C:28]6[CH:33]=[CH:32][CH:31]=[N:30][CH:29]=6)[CH:17]=[CH:18][C:19]=5[CH2:20][C@@H:7]2[C@@H:8]3[CH2:9][C:10]([CH3:25])([CH3:24])[O:11][CH2:12]4)[CH2:4][CH2:3]1 |f:0.1,2.3|. Procedure details: Equimolar amounts of 17-cyclopropylmethyl-7,7-dimethyl-3-hydroxy-6-oxamorphinan (XIV, prepared in Example 5), nicotinoyl chloride hydrochloride and pyridine are mixed together in dry methylene chloride and heated at reflux temperature for 3 hours to produce the title compound. Reactants: Cl (hydrochloric acid), BrCCO (2-Bromoethanol), ClC1=C(C=C(C(=O)NCC2CCN(CC2)CC2=CC(=NO2)C2=CC=CC=C2)C=C1)O (4-chloro-3-hydroxy-N-({1-[(3-phenyl-5-isoxazolyl)methyl]-4-piperidinyl}methyl)benzamide), C([O-])([O-])=O.[K+].[K+] (potassium carbonate). The solvent is CN(C=O)C (N,N-dimethylformamide). Reaction conditions: time 8 hour. Product: ClC1=C(C=C(C(=O)NCC2CCN(CC2)CC2=CC(=NO2)C2=CC=CC=C2)C=C1)OCCO (4-chloro-3-(2-hydroxyethoxy)-N-({1-[(3-phenyl-5-isoxazolyl)methyl]-4-piperidinyl}methyl)benzamide). RXN SMILES: Br[CH2:2][CH2:3][OH:4].[Cl:5][C:6]1[CH:33]=[CH:32][C:9]([C:10]([NH:12][CH2:13][CH:14]2[CH2:19][CH2:18][N:17]([CH2:20][C:21]3[O:25][N:24]=[C:23]([C:26]4[CH:31]=[CH:30][CH:29]=[CH:28][CH:27]=4)[CH:22]=3)[CH2:16][CH2:15]2)=[O:11])=[CH:8][C:7]=1[OH:34].C(=O)([O-])[O-].[K+].[K+].Cl>CN(C)C=O>[Cl:5][C:6]1[CH:33]=[CH:32][C:9]([C:10]([NH:12][CH2:13][CH:14]2[CH2:19][CH2:18][N:17]([CH2:20][C:21]3[O:25][N:24]=[C:23]([C:26]4[CH:27]=[CH:28][CH:29]=[CH:30][CH:31]=4)[CH:22]=3)[CH2:16][CH2:15]2)=[O:11])=[CH:8][C:7]=1[O:34][CH2:2][CH2:3][OH:4] |f:2.3.4|. Procedure details: 2-Bromoethanol (0.012 mL) was added to a mixture of the compound prepared in Example 55 (50 mg) and potassium carbonate (49 mg) in N,N-dimethylformamide (0.8 mL). The mixture was stirred at room temperature overnight, then 50° C. for six hours. The reaction was cooled to room temperature and was adjusted to pH 7 via the addition of aqueous 3% hydrochloric acid. The mixture was extracted twice with ethyl acetate and the organic phases were combined, dried over anhydrous magnesium sulfate and conc... Reactants: resultant solution, [AlH3] (AlH3), C1(=CC=CC=C1)C (PhMe), BrC=1C=C(C=CC1)C(C#N)(CC)C (2-(3-bromophenyl)-2-methylbutanenitrile). Solvent: C1CCOC1 (THF). Run at time 4.5 hour. The product is BrC=1C=C(C=CC1)C(CN)(CC)C (2-(3-bromophenyl)-2-methylbutan-1-amine). Yield: 66.7%. RXN SMILES: [Br:1][C:2]1[CH:3]=[C:4]([C:8]([CH3:13])([CH2:11][CH3:12])[C:9]#[N:10])[CH:5]=[CH:6][CH:7]=1.[AlH3].C1(C)C=CC=CC=1>C1COCC1>[Br:1][C:2]1[CH:3]=[C:4]([C:8]([CH3:13])([CH2:11][CH3:12])[CH2:9][NH2:10])[CH:5]=[CH:6][CH:7]=1. Procedure: A solution of 2-(3-bromophenyl)-2-methylbutanenitrile (1678.5 mg, 7.049 mmol) in dry THF (28 mL) was cooled in an ice-bath. AlH3:(Me)2EtN complex, 0.5M in PhMe (28.20 mL of 0.5 M, 14.10 mmol) was added slowly dropwise and the resultant solution stirred at 0° C. for 30 mins. The mixture was allowed to warm to RT and stirred for 4.5 hours. The reaction was carefully quenched by dropwise addition of 1:1 THF:water (˜30 mL). The resulting suspension was stirred vigorously and filtered through a pad o...